Dataset: the Open Reaction Database (ORD), a public repository of structured organic reaction records. Task: describe an organic reaction: reactants, conditions, products, and yield Starting materials: N1=C(C=CC=C1)C(=CC(=O)OCC)C (ethyl 3-(pyridin-2-yl)-2-butenoate), [N+](=O)([O-])C (nitromethane), C1CCC2=NCCCN2CC1 (DBU). Run in C(C)#N (acetonitrile). Product: CC(CC(=O)OCC)(C[N+](=O)[O-])C1=NC=CC=C1 (ethyl 3-methyl-3-(pyridin-2-yl)-4-nitrobutanoate). As a reaction SMILES: [N:1]1[CH:6]=[CH:5][CH:4]=[CH:3][C:2]=1[C:7]([CH3:14])=[CH:8][C:9]([O:11][CH2:12][CH3:13])=[O:10].[N+:15]([CH3:18])([O-:17])=[O:16].C1CCN2C(=NCCC2)CC1>C(#N)C>[CH3:14][C:7]([C:2]1[CH:3]=[CH:4][CH:5]=[CH:6][N:1]=1)([CH2:18][N+:15]([O-:17])=[O:16])[CH2:8][C:9]([O:11][CH2:12][CH3:13])=[O:10]. Procedure: A solution of 6 g of the compound obtained in Step 1, 3.36 ml of nitromethane and 4.26 ml of DBU dissolved in 120 ml of acetonitrile was heated to reflux for 36 hours. After the reaction was completed, the reaction solution was distilled under reduced pressure. The residue thus obtained was purified by a silica gel column chromatography using a mixture of ethyl acetate and n-hexane of 1:9 to obtain 1.8 g of the title compound as a syrup.